This data is from the Open Reaction Database (ORD), a public repository of structured organic reaction records. The task is: describe an organic reaction: reactants, conditions, products, and yield Reactants: C[O-], CO, NC(=O)c1cc(-c2ccccc2)cc2c(C3CCN(S(=O)(=O)CCCCl)CC3)c[nH]c12, [Na+]. Product: COCCCS(=O)(=O)N1CCC(c2c[nH]c3c(C(N)=O)cc(-c4ccccc4)cc23)CC1. Reaction SMILES: [CH3:32][O-:33].[CH3:35][OH:36].[Cl:1][CH2:2][CH2:3][CH2:4][S:5](=[O:6])(=[O:7])[N:8]1[CH2:9][CH2:10][CH:11]([c:14]2[cH:15][nH:16][c:17]3[c:18]([C:29](=[O:30])[NH2:31])[cH:19][c:20](-[c:23]4[cH:24][cH:25][cH:26][cH:27][cH:28]4)[cH:21][c:22]23)[CH2:12][CH2:13]1.[Na+:34]>>[CH2:2]([CH2:3][CH2:4][S:5](=[O:6])(=[O:7])[N:8]1[CH2:9][CH2:10][CH:11]([c:14]2[cH:15][nH:16][c:17]3[c:18]([C:29](=[O:30])[NH2:31])[cH:19][c:20](-[c:23]4[cH:24][cH:25][cH:26][cH:27][cH:28]4)[cH:21][c:22]23)[CH2:12][CH2:13]1)[O:33][CH3:32]. Starting materials: ClC=1C=C(C=CC1Cl)[C@@H]1CN(C[C@H]1NCC)C(=O)C1CCN(CC1)C(=O)C1(CC1)C (rac-[(3R,4S)-3-(3,4-dichloro-phenyl)-4-ethylamino-pyrrolidin-1-yl]-[1-(1-methyl-cyclopropanecarbonyl)-piperidin-4-yl]-methanone), C(C)(C)N(C(C)C)CC (N,N-diisopropylethylamine), ClC(=O)OC1=CC=C(C=C1)F (4-fluorophenyl chloroformate). The solvent is ClCCl (dichloromethane). Run at temperature 0 celsius, time 30 minute. The product is FC1=CC=C(C=C1)OC(N(CC)[C@@H]1CN(C[C@H]1C1=CC(=C(C=C1)Cl)Cl)C(=O)C1CCN(CC1)C(=O)C1(CC1)C)=O (rac-{(3S,4R)-4-(3,4-Dichloro-phenyl)-1-[1-(1-methyl-cyclopropanecarbonyl)-piperidine-4-carbonyl]-pyrrolidin-3-yl}-ethyl-carbamic acid 4-fluoro-phenyl ester). Yield: 48.0%. RXN SMILES: [Cl:1][C:2]1[CH:3]=[C:4]([C@H:9]2[C@H:13]([NH:14][CH2:15][CH3:16])[CH2:12][N:11]([C:17]([CH:19]3[CH2:24][CH2:23][N:22]([C:25]([C:27]4([CH3:30])[CH2:29][CH2:28]4)=[O:26])[CH2:21][CH2:20]3)=[O:18])[CH2:10]2)[CH:5]=[CH:6][C:7]=1[Cl:8].C(N(CC)C(C)C)(C)C.Cl[C:41]([O:43][C:44]1[CH:49]=[CH:48][C:47]([F:50])=[CH:46][CH:45]=1)=[O:42]>ClCCl>[F:50][C:47]1[CH:48]=[CH:49][C:44]([O:43][C:41](=[O:42])[N:14]([C@H:13]2[C@H:9]([C:4]3[CH:5]=[CH:6][C:7]([Cl:8])=[C:2]([Cl:1])[CH:3]=3)[CH2:10][N:11]([C:17]([CH:19]3[CH2:24][CH2:23][N:22]([C:25]([C:27]4([CH3:30])[CH2:29][CH2:28]4)=[O:26])[CH2:21][CH2:20]3)=[O:18])[CH2:12]2)[CH2:15][CH3:16])=[CH:45][CH:46]=1. Procedure: To a solution of rac-[(3R,4S)-3-(3,4-dichloro-phenyl)-4-ethylamino-pyrrolidin-1-yl]-[1-(1-methyl-cyclopropanecarbonyl)-piperidin-4-yl]-methanone (25 mg, 0.06 mmol) in dichloromethane (1 mL) was added N,N-diisopropylethylamine (10 uL, 0.06 mmol). It was cooled to 0° C. and 4-fluorophenyl chloroformate (8 uL, 0.06 mmol) was added and the reaction mixture was stirred for 30 min at this temperature and then 2 h at ambient temperature. Concentration and purification by chromatography (SiO2, ethyl ace... The reactants are CCCn1c(=O)c2c(nc(C=Cc3cc(OC)c(OC)cc3S(=O)(=O)O)n2C)n(CCC)c1=O, CNCCN(C)C. The product is CCCn1c(=O)c2c(nc(C=Cc3cc(OC)c(OC)cc3S(=O)(=O)N(C)CCN(C)C)n2C)n(CCC)c1=O. Reaction SMILES: [CH3:1][O:2][c:3]1[cH:4][c:5]([S:31](=[O:32])(=[O:33])[OH:34])[c:6]([CH:7]=[CH:8][c:9]2[n:10][c:11]3[n:12]([CH2:24][CH2:25][CH3:26])[c:13](=[O:23])[n:14]([CH2:20][CH2:21][CH3:22])[c:15](=[O:19])[c:16]3[n:17]2[CH3:18])[cH:27][c:28]1[O:29][CH3:30].[CH3:35][N:36]([CH2:37][CH2:38][NH:39][CH3:40])[CH3:41]>>[CH3:1][O:2][c:3]1[cH:4][c:5]([S:31](=[O:33])(=[O:34])[N:39]([CH2:38][CH2:37][N:36]([CH3:35])[CH3:41])[CH3:40])[c:6]([CH:7]=[CH:8][c:9]2[n:10][c:11]3[n:12]([CH2:24][CH2:25][CH3:26])[c:13](=[O:23])[n:14]([CH2:20][CH2:21][CH3:22])[c:15](=[O:19])[c:16]3[n:17]2[CH3:18])[cH:27][c:28]1[O:29][CH3:30].